Task: describe an organic reaction: reactants, conditions, products, and yield. Dataset: the Open Reaction Database (ORD), a public repository of structured organic reaction records Starting materials: CNC=1C(C(=O)O)=CC=CC1 (N-methylanthranilic acid), Cl (HCl), Cl (HCl), ICl (ICl). Run in O (water), O (water). Conditions: time 2 hour. Yields the product IC1=CC=C(C(C(=O)O)=C1)NC (5-iodo-N-methylanthranilic acid). Isolated yield 94626.9%. As a reaction SMILES: [CH3:1][NH:2][C:3]1[C:4](=[CH:8][CH:9]=[CH:10][CH:11]=1)[C:5]([OH:7])=[O:6].Cl.[I:13]Cl>O>[I:13][C:9]1[CH:8]=[C:4]([C:5]([OH:7])=[O:6])[C:3]([NH:2][CH3:1])=[CH:11][CH:10]=1. Procedure: In a 1 L beaker was placed 40 grams (0.267 mmol) of N-methylanthranilic acid dissolved in 300 mL water and 26.7 mL conc. HCl cooled to 20° C. A solution of ICL, prepared by dissolving 44 grams of ICl to a cooled (0° C.) solution of 167 mL water and 45 ml conc. HCl, was rapidly added to the stirred N-methylanthranilc acid solution. The reaction was allowed to stir for 2 hrs, filtered on a medium glass frit funnel, washing the solids with water. The green powder isolated was dried under vacuum to ... Starting materials: [N+](=O)([O-])CC(CC(=O)OCC)C1=CC=CC=C1 (ethyl 4-nitro-3-phenylbutyrate), C(C1=CC=CC=C1)=O (benzaldehyde), C(C)(=O)[O-].[NH4+] (ammonium acetate). The solvent is C(C)O (ethanol), C(C)O (ethanol). Conditions: temperature 70 celsius. The product is C1(=CC=CC=C1)C1CC(NC(C1[N+](=O)[O-])C1=CC=CC=C1)=O (4,6-diphenyl-5-nitro-2-oxopiperidine). The yield is 86.1%. RXN SMILES: [N+:1]([CH2:4][CH:5]([C:12]1[CH:17]=[CH:16][CH:15]=[CH:14][CH:13]=1)[CH2:6][C:7]([O:9]CC)=O)([O-:3])=[O:2].[CH:18](=O)[C:19]1[CH:24]=[CH:23][CH:22]=[CH:21][CH:20]=1.C([O-])(=O)C.[NH4+:30]>C(O)C>[C:12]1([CH:5]2[CH:4]([N+:1]([O-:3])=[O:2])[CH:18]([C:19]3[CH:24]=[CH:23][CH:22]=[CH:21][CH:20]=3)[NH:30][C:7](=[O:9])[CH2:6]2)[CH:13]=[CH:14][CH:15]=[CH:16][CH:17]=1 |f:2.3|. Procedure: Under a nitrogen atmosphere in a round-bottom flask equipped with a reflux condenser were placed 21.1 g (89 mmol) of ethyl 4-nitro-3-phenylbutyrate (McMurray, J. E. et. al., Syn.Comm., 8, 53(1978)) and 90 mL of ethanol. To the system was added 9.04 mL (89 mmol) of benzaldehyde and 13.7 g (180 mmol) of ammonium acetate, and the reaction mixture was heated at 70° C. overnight. The reaction mixture was cooled, a small volume of ethanol was added and the suspension was filtered. The collected solid ...